This data is from the Open Reaction Database (ORD), a public repository of structured organic reaction records. The task is: describe an organic reaction: reactants, conditions, products, and yield Reactants: ice water, O(C(C)C)C(C)C (2,2'-oxybispropane), [H-].[Na+] (sodium hydride), [H-].[Na+] (sodium hydride), IC (iodomethane), COC1=CC=CC2=C1C(OC(N2)=O)=O (5-methoxy-2H-3,1-benzoxazine-2,4(1H)-dione). The solvent is CN(C=O)C (N,N-dimethylformamide), CN(C=O)C (N,N-dimethylformamide). Run at time 8 hour. Product: COC1=CC=CC2=C1C(OC(N2C)=O)=O (5-methoxy-1-methyl-2H-3,1-benzoxazine-2,4(1H)-dione). The yield is 80.7%. Reaction SMILES: [CH3:1][O:2][C:3]1[C:8]2[C:9](=[O:14])[O:10][C:11](=[O:13])[NH:12][C:7]=2[CH:6]=[CH:5][CH:4]=1.[H-].[Na+].IC.O(C(C)C)[CH:20](C)C>CN(C)C=O>[CH3:1][O:2][C:3]1[C:8]2[C:9](=[O:14])[O:10][C:11](=[O:13])[N:12]([CH3:20])[C:7]=2[CH:6]=[CH:5][CH:4]=1 |f:1.2|. Procedure details: To a stirred and cooled (<10° C.) solution of 9.65 parts of 5-methoxy-2H-3,1-benzoxazine-2,4(1H)-dione in 54 parts of N,N-dimethylformamide were added portionwise 2.64 parts of a sodium hydride dispersion 50%. After stirring for 1 hour in an ice bath. 7.81 parts of iodomethane were added dropwise at <15° C. When the reaction mixture was solidified, 45 parts of N,N-dimethylformamide were added and a sodium hydride dispersion 50% was further added dropwise. Upon complete addition, stirring was con... Reactants: O=C1CCC(=O)N1Br, O=C(OOC(=O)c1ccccc1)c1ccccc1, ClC(Cl)(Cl)Cl, COP(=O)(Cc1cc2ccccc2nc1C)OC. The product is COP(=O)(Cc1cc2ccccc2nc1CBr)OC. Reaction SMILES: [Br:37][N:38]1[C:39](=[O:40])[CH2:41][CH2:42][C:43]1=[O:44].[C:19]([O:20][O:21][C:22](=[O:23])[c:24]1[cH:25][cH:26][cH:27][cH:28][cH:29]1)(=[O:30])[c:31]1[cH:32][cH:33][cH:34][cH:35][cH:36]1.[C:45]([Cl:46])([Cl:47])([Cl:48])[Cl:49].[CH3:1][O:2][P:3](=[O:4])([O:5][CH3:6])[CH2:7][c:8]1[c:9]([CH3:18])[n:10][c:11]2[cH:12][cH:13][cH:14][cH:15][c:16]2[cH:17]1>>[CH3:1][O:2][P:3](=[O:4])([O:5][CH3:6])[CH2:7][c:8]1[c:9]([CH2:18][Br:37])[n:10][c:11]2[cH:12][cH:13][cH:14][cH:15][c:16]2[cH:17]1. Starting materials: ClC=1C(=NC=C(C1)CCC1=CC=C(C=C1)OCCC)C#N (3-chloro-5-(4-propoxyphenethyl)picolinonitrile), CC=1C=CC(=C(C1)NC(OC(C)(C)C)=O)B1OC(C(O1)(C)C)(C)C (tert-butyl 5-methyl-2-(4,4,5,5-tetramethyl-1,3,2-dioxaborolan-2-yl)phenylcarbamate), C([O-])([O-])=O.[Na+].[Na+] (sodium carbonate). The reagents and catalysts are C=1C=CC(=CC1)[P](C=2C=CC=CC2)(C=3C=CC=CC3)[Pd]([P](C=4C=CC=CC4)(C=5C=CC=CC5)C=6C=CC=CC6)([P](C=7C=CC=CC7)(C=8C=CC=CC8)C=9C=CC=CC9)[P](C=1C=CC=CC1)(C=1C=CC=CC1)C=1C=CC=CC1 (tetrakis(triphenylphosphine)palladium). The solvent is C1(=CC=CC=C1)C (toluene), CO (MeOH), C(Cl)Cl (DCM). Product: CC1=CC=2C(=C3C=C(C=NC3=C(N2)N)CCC2=CC=C(C=C2)OCCC)C=C1 (8-methyl-2-(4-propoxyphenethyl)benzo[f][1,7]naphthyridin-5-amine). Reaction SMILES: Cl[C:2]1[C:3]([C:20]#[N:21])=[N:4][CH:5]=[C:6]([CH2:8][CH2:9][C:10]2[CH:15]=[CH:14][C:13]([O:16][CH2:17][CH2:18][CH3:19])=[CH:12][CH:11]=2)[CH:7]=1.[CH3:22][C:23]1[CH:24]=[CH:25][C:26](B2OC(C)(C)C(C)(C)O2)=[C:27]([NH:29]C(=O)OC(C)(C)C)[CH:28]=1.C(=O)([O-])[O-].[Na+].[Na+]>C1(C)C=CC=CC=1.CO.C(Cl)Cl.C1C=CC([P]([Pd]([P](C2C=CC=CC=2)(C2C=CC=CC=2)C2C=CC=CC=2)([P](C2C=CC=CC=2)(C2C=CC=CC=2)C2C=CC=CC=2)[P](C2C=CC=CC=2)(C2C=CC=CC=2)C2C=CC=CC=2)(C2C=CC=CC=2)C2C=CC=CC=2)=CC=1>[CH3:22][C:23]1[CH:24]=[CH:25][C:26]2=[C:2]3[C:3](=[C:20]([NH2:21])[N:29]=[C:27]2[CH:28]=1)[N:4]=[CH:5][C:6]([CH2:8][CH2:9][C:10]1[CH:15]=[CH:14][C:13]([O:16][CH2:17][CH2:18][CH3:19])=[CH:12][CH:11]=1)=[CH:7]3 |f:2.3.4,^1:67,69,88,107|. Procedure details: A solution of 3-chloro-5-(4-propoxyphenethyl)picolinonitrile (from the previous step) (1.0 eq.), tert-butyl 5-methyl-2-(4,4,5,5-tetramethyl-1,3,2-dioxaborolan-2-yl)phenylcarbamate (from Example 5/Step 2) (1.1 eq.), tetrakis(triphenylphosphine)palladium (8 mol %), and 2N aqueous sodium carbonate solution (3.0 eq.) in toluene (0.2 M) was stirred at 100° C. overnight. After cooling to ambient temperature, the reaction mixture was diluted with 2% MeOH in DCM. The two phases were separated. The combi...